Dataset: the Open Reaction Database (ORD), a public repository of structured organic reaction records. Task: describe an organic reaction: reactants, conditions, products, and yield Reactants: FC(C1=C(C=CC=C1)OC)(F)F (2-trifluoromethyl anisole), C1N2CN3CN1CN(C2)C3 (hexamethylene tetramine), FC(C(=O)O)(F)F (trifluoroacetic acid). Product: FC(C=1C=C(C=O)C=CC1OC)(F)F (3-trifluoromethyl-p-anisaldehyde). As a reaction SMILES: [F:1][C:2]([F:12])([F:11])[C:3]1[CH:8]=[CH:7][CH:6]=[CH:5][C:4]=1[O:9][CH3:10].C1N2CN3CN(C2)CN1C3.FC(F)(F)[C:25](O)=[O:26]>>[F:1][C:2]([F:11])([F:12])[C:3]1[CH:8]=[C:7]([CH:6]=[CH:5][C:4]=1[O:9][CH3:10])[CH:25]=[O:26]. Reported procedure: A mixture of 8.5 g 2-trifluoromethyl anisole and 7.0 g hexamethylene tetramine was stirred at 90° C. for 1.5 hr in 80 ml trifluoroacetic acid. The reaction solution was evaporated. The resulting residue was dissolved in ethyl acetate, and it was added dropwise into ice-cooled saturated aqueous sodium bicarbonate. The ethyl acetate layer was recovered and washed with brine. It was dried over anhydrous magnesium sulfate, filtered, and evaporated. The resulting residue was purified by silica gel co... Starting materials: O=C1CCN(CC1)C1=CC=C(C(=O)OCC)C=C1 (Ethyl 4-(4-oxopiperidin-1-yl)benzoate), C=C1CCN(CC1)C1=CC=CC=C1 (4-Methylene-1-phenylpiperidine). Yields the product C=C1CCN(CC1)C1=CC=C(C(=O)OCC)C=C1 (Ethyl 4-(4-methylenepiperidin-1-yl)benzoate), solid. Isolated yield 59.3%. As a reaction SMILES: O=[C:2]1[CH2:7][CH2:6][N:5]([C:8]2[CH:18]=[CH:17][C:11]([C:12]([O:14][CH2:15][CH3:16])=[O:13])=[CH:10][CH:9]=2)[CH2:4][CH2:3]1.[CH2:19]=C1CCN(C2C=CC=CC=2)CC1>>[CH2:19]=[C:2]1[CH2:7][CH2:6][N:5]([C:8]2[CH:18]=[CH:17][C:11]([C:12]([O:14][CH2:15][CH3:16])=[O:13])=[CH:10][CH:9]=2)[CH2:4][CH2:3]1. Procedure details: Using ethyl 4-(4-oxopiperidin-1-yl)benzoate 390B (0.575 g, 2.325 mmol), Wittig olefination was carried out as described for 389A. The title compound was obtained as an off-white crystalline solid (0.338 g, 59.3% yield). 1H NMR (400 MHz, DMSO-d6) δ ppm 1.21-1.38 (m, 3H) 2.18-2.30 (m, 4H) 3.37-3.50 (m, 4H) 4.23 (q, J=7.16 Hz, 2H) 4.78 (s, 2H) 6.95-7.04 (m, 2H) 7.72-7.82 (m, 2H). ESI-MS: m/z 246.2 (M+H)+. Run in CO (methanol), CO (methanol). The reagents and catalysts are O.[Pd] (palladium hydroxide-on-carbon). RXN SMILES: C([N:14]1[CH2:17][CH:16]([N:18]2[CH:22]=[CH:21][N:20]=[CH:19]2)[CH2:15]1)(C1C=CC=CC=1)C1C=CC=CC=1.[ClH:23].[H][H]>CO.O.[Pd]>[ClH:23].[ClH:23].[N:18]1([CH:16]2[CH2:17][NH:14][CH2:15]2)[CH:22]=[CH:21][N:20]=[CH:19]1 |f:4.5,6.7.8|. The product is Cl.Cl.N1(C=NC=C1)C1CNC1 (3-(1-Imidazolyl)azetidine dihydrochloride). Reactants: [H][H] (hydrogen), Cl (hydrogen chloride), C(C1=CC=CC=C1)(C1=CC=CC=C1)N1CC(C1)N1C=NC=C1 (1-benzhydryl-3-(1-imidazolyl)azetidine). Procedure details: 3.20 g of 1-benzhydryl-3-(1-imidazolyl)azetidine [prepared as described in step (a) above] were dissolved in 30 ml of methanol, and 8.90 ml of a 10% w/v solution of hydrogen chloride in methanol were added to the resulting solution. 1.60 g of a 20% w/w palladium hydroxide-on-carbon catalyst were then added to the mixture, after which the mixture was hydrogenated at 50° C. for 40 minutes in an atmosphere of hydrogen. The catalyst was then removed by filtration and the filtrate was concentrated by... The reactants are Cl.Cl.ClC1=CC(=C(C=N1)O)C=1NC=CN1 (6-chloro-4-(1H-imidazol-2-yl)pyridin-3-ol dihydrochloride), BrCCBr (1,2-dibromoethane), C([O-])([O-])=O.[Cs+].[Cs+] (Cesium Carbonate). Run in CN(C=O)C (N,N-Dimethylformamide). Run at temperature 90 celsius. Yields the product ClC1=CC=2C=3N(CCOC2C=N1)C=CN3 (10-Chloro-5,6-dihydroimidazo[1,2-d]pyrido[4,3-f][1,4]oxazepine). Reaction SMILES: Cl.Cl.[Cl:3][C:4]1[N:9]=[CH:8][C:7]([OH:10])=[C:6]([C:11]2[NH:12][CH:13]=[CH:14][N:15]=2)[CH:5]=1.Br[CH2:17][CH2:18]Br.C(=O)([O-])[O-].[Cs+].[Cs+]>CN(C)C=O>[Cl:3][C:4]1[N:9]=[CH:8][C:7]2[O:10][CH2:18][CH2:17][N:15]3[CH:14]=[CH:13][N:12]=[C:11]3[C:6]=2[CH:5]=1 |f:0.1.2,4.5.6|. Procedure details: A mixture of 2.30 g (8.55 mmol) of 6-chloro-4-(1H-imidazol-2-yl)pyridin-3-ol dihydrochloride, 1,2-dibromoethane (1.842 mL, 21.37 mmol) and Cesium Carbonate (19.46 g, 59.74 mmol) in 120 ml of N,N-Dimethylformamide was heated for 3 hours at 90° C. The mixture was filtered and concentrated in high vacuum to give 10-Chloro-5,6-dihydroimidazo[1,2-d]pyrido[4,3-f][1,4]oxazepine. Weight 1.88 g (99%) MS (ESI+): 222.2. 1H NMR (400 MHz, CDCl3) δ 8.37 (s, 1H), 8.17 (s, 1H), 7.24 (d, J=1.0, 1H), 7.10 (d, J=0... Starting materials: BrCC(=O)C1=CC=C(C=C1)C(F)(F)F (2-bromo-1-[4-(trifluoromethyl)phenyl]-ethanone), C1(=CC=CC=C1)CCNC(=S)N (N-(2-phenylethyl)thiourea), CN(C=O)C (N,N-dimethylformamide). Run in O (water). Run at time 1 hour. Product: C1(=CC=CC=C1)CCNC=1SC=C(N1)C1=CC=C(C=C1)C(F)(F)F (N-(2-phenylethyl)-4-[4-(trifluoromethyl)phenyl]-1,3-thiazole-2-amine). The yield is 74.7%. As a reaction SMILES: Br[CH2:2][C:3]([C:5]1[CH:10]=[CH:9][C:8]([C:11]([F:14])([F:13])[F:12])=[CH:7][CH:6]=1)=O.[C:15]1([CH2:21][CH2:22][NH:23][C:24]([NH2:26])=[S:25])[CH:20]=[CH:19][CH:18]=[CH:17][CH:16]=1.CN(C)C=O>O>[C:15]1([CH2:21][CH2:22][NH:23][C:24]2[S:25][CH:2]=[C:3]([C:5]3[CH:10]=[CH:9][C:8]([C:11]([F:14])([F:13])[F:12])=[CH:7][CH:6]=3)[N:26]=2)[CH:20]=[CH:19][CH:18]=[CH:17][CH:16]=1. Procedure details: A mixture of 2-bromo-1-[4-(trifluoromethyl)phenyl]-ethanone (5.34 g), N-(2-phenylethyl)thiourea (3.60 g) and N,N-dimethylformamide (20 mL) was stirred at room temperature for 1 hr. The reaction mixture was poured into water and extracted with ethyl acetate. The ethyl acetate layer was dried over anhydrous magnesium sulfate and concentrated to give the title compound (5.20 g, yield 74%) as colorless crystals. Starting materials: O.O.O.[F-].C(CCC)[N+](CCCC)(CCCC)CCCC (tetrabutylammonium fluoride trihydrate), N12CCCC(CC1)(C2)C(=O)OCC ((±) Ethyl 1-azabicyclo[3.2.1]oct-5-ylcarboxylate), C[Si](C=1SC=CN1)(C)C (2-trimethylsilyl-1,3-thiazole). Run in O1CCCC1 (tetrahydrofuran). Conditions: time 3 hour. Yields the product S1C(=NC=C1)C(C1CN2CCC1CC2)O ((±) 3-((1,3-Thiazol-2-yl)hydroxymethyl)-1-azabicyclo [2.2.2]octane), solid. Yield: 13.0%. RXN SMILES: [N:1]12[CH2:8][C:5]([C:9]([O:11]CC)=O)([CH2:6][CH2:7]1)[CH2:4][CH2:3][CH2:2]2.C[Si](C)(C)[C:16]1[S:17][CH:18]=[CH:19][N:20]=1.O.O.O.[F-].C([N+](CCCC)(CCCC)CCCC)CCC>O1CCCC1>[S:17]1[CH:18]=[CH:19][N:20]=[C:16]1[CH:9]([OH:11])[CH:5]1[CH:4]2[CH2:3][CH2:2][N:1]([CH2:7][CH2:6]2)[CH2:8]1 |f:2.3.4.5.6|. Reported procedure: A mixture of (±) 3-formyl-1-azabicyclo[2.2.2]octane (D32) (2 5g, 0.018 moles) and 2-trimethylsilyl-1,3-thiazole (2.7g, 0.017 moles) was stirred together without solvent at room temperature for 3h. The mixture was diluted with tetrahydrofuran (100ml) and then treated with tetrabutylammonium fluoride trihydrate (5.4g, 0.017 moles). After 1h the mixture was concentrated in vacuo and the residue partitioned between saturated potassium carbonate solution and chloroform. The organic layer was dried (N... The reactants are C(=O)C1=CS[C@H]2N([C@H]1C(=O)O)C([C@H]2NC(CC2=CC=CC=C2)=O)=O (3-formyl-7β-phenylacetylamino-ceph-2-em-4α-carboxylic acid), O1CCOCC1 (dioxane), CO (methanol), C1(=CC=CC=C1)C(=[N+]=[N-])C1=CC=CC=C1 (diphenyldiazomethane). Run in C1CCCCC1 (cyclohexane). Conditions: time 2 hour. Yields the product C1(=CC=CC=C1)C(C1=CC=CC=C1)OC(=O)[C@H]1C(=CS[C@H]2N1C([C@H]2NC(CC2=CC=CC=C2)=O)=O)C=O (3-formyl-7β-phenylacetylamino-ceph-2-em-4α-carboxlic acid diphenylmethyl ester). Reaction SMILES: [CH:1]([C:3]1[C@H:8]([C:9]([OH:11])=[O:10])[N:7]2[C:12](=[O:24])[C@@H:13]([NH:14][C:15](=[O:23])[CH2:16][C:17]3[CH:22]=[CH:21][CH:20]=[CH:19][CH:18]=3)[C@H:6]2[S:5][CH:4]=1)=[O:2].O1CCOCC1.CO.[C:33]1([C:39]([C:42]2[CH:47]=[CH:46][CH:45]=[CH:44][CH:43]=2)=[N+]=[N-])[CH:38]=[CH:37][CH:36]=[CH:35][CH:34]=1>C1CCCCC1>[C:33]1([CH:39]([O:10][C:9]([C@@H:8]2[N:7]3[C:12](=[O:24])[C@@H:13]([NH:14][C:15](=[O:23])[CH2:16][C:17]4[CH:22]=[CH:21][CH:20]=[CH:19][CH:18]=4)[C@H:6]3[S:5][CH:4]=[C:3]2[CH:1]=[O:2])=[O:11])[C:42]2[CH:43]=[CH:44][CH:45]=[CH:46][CH:47]=2)[CH:38]=[CH:37][CH:36]=[CH:35][CH:34]=1. Reported procedure: A solution of 10 g of 3-formyl-7β-phenylacetylamino-ceph-2-em-4α-carboxylic acid in 250 ml of a 4:1 mixture of dioxane and methanol is treated with a solution of 1.5 mol equivalents of diphenyldiazomethane in cyclohexane. After 2 hours at room temperature, the red-violet solution is evaporated to dryness under reduced pressure. The residue is dissolved in hot methylene chloride; the solution is diluted with cyclohexane whilst warm, and 3-formyl-7β-phenylacetylamino-ceph-2-em-4α-carboxlic acid di... Procedure: 3-Hydroxy-1,2-dimethyl-5-[2,2,2-trifluoro-1-(4-methylpiperazin-1-yl)ethyl]pyridin-4(1H)-one hydrochloride (Apo7063) was prepared from 5-(1-chloro-2,2,2-trifluoroethyl)-3-hydroxy-1,2-dimethylpyridin-4(1H)-one hydrochloride (550 mg, 1.9 mmol) and 1-methylpiperazine (3.0 mL, 27.0 mmol) was added. The reaction was stopped when analysis of the HPLC chromatogram (Method 1) of the reaction mixture complete conversion. The reaction mixture was concentrated to give a solid. To the solid was added methano... The product is Cl.OC1=C(N(C=C(C1=O)C(C(F)(F)F)N1CCN(CC1)C)C)C (3-Hydroxy-1,2-dimethyl-5-[2,2,2-trifluoro-1-(4-methylpiperazin-1-yl)ethyl]pyridin-4(1H)-one hydrochloride), solid. The yield is 41.0%. As a reaction SMILES: Cl.[Cl:2][CH:3]([C:8]1[C:9](=[O:17])[C:10]([OH:16])=[C:11]([CH3:15])[N:12]([CH3:14])[CH:13]=1)[C:4]([F:7])([F:6])[F:5].[CH3:18][N:19]1[CH2:24][CH2:23][NH:22][CH2:21][CH2:20]1>CO>[ClH:2].[OH:16][C:10]1[C:9](=[O:17])[C:8]([CH:3]([N:22]2[CH2:23][CH2:24][N:19]([CH3:18])[CH2:20][CH2:21]2)[C:4]([F:7])([F:6])[F:5])=[CH:13][N:12]([CH3:14])[C:11]=1[CH3:15] |f:0.1,4.5|. The reactants are Cl.ClC(C(F)(F)F)C=1C(C(=C(N(C1)C)C)O)=O (5-(1-chloro-2,2,2-trifluoroethyl)-3-hydroxy-1,2-dimethylpyridin-4(1H)-one hydrochloride), CN1CCNCC1 (1-methylpiperazine). The solvent is CO (methanol). Starting materials: C(C)OCC.O (diethyl oxide water), [BH4-].[Na+] (Sodium borohydride), [OH-].C1(CCCCC1)[Sn+](C1CCCCC1)C1CCCCC1 (tricyclohexyltin hydroxide). Solvent: C(C)OCC (diethyl oxide). Conditions: time 2 day. Product: C1(CCCCC1)[SnH](C1CCCCC1)C1CCCCC1 (Tricyclohexyltin Hydride). RXN SMILES: C(OCC)C.O.[BH4-].[Na+].[OH-].[CH:10]1([Sn+:16]([CH:23]2[CH2:28][CH2:27][CH2:26][CH2:25][CH2:24]2)[CH:17]2[CH2:22][CH2:21][CH2:20][CH2:19][CH2:18]2)[CH2:15][CH2:14][CH2:13][CH2:12][CH2:11]1>C(OCC)C>[CH:23]1([SnH:16]([CH:10]2[CH2:11][CH2:12][CH2:13][CH2:14][CH2:15]2)[CH:17]2[CH2:22][CH2:21][CH2:20][CH2:19][CH2:18]2)[CH2:24][CH2:25][CH2:26][CH2:27][CH2:28]1 |f:0.1,2.3,4.5|. Procedure: A mixture (400 mL) of diethyl oxide:water 1:1 was cooled at 0° C. under nitrogen in a three-necked flask of 1 L. Sodium borohydride (3 g, 79.4 mmol) and then tricyclohexyltin hydroxide (30 g, 62.2 mmol) were successively and carefully added. After addition of 100 mL of diethyl oxide, the mixture was stirred 2 days at room temperature. After separation, the organic layer was dried over magnesium sulphate and evaporated under reduced pressure. The crude product was distilled under high vacuum to a...